This data is from the Open Reaction Database (ORD), a public repository of structured organic reaction records. The task is: describe an organic reaction: reactants, conditions, products, and yield Reactants: ClC1=NC(=NC(=C1C(=O)N)NC1=CC(=CC=C1)S(=O)(=O)C)SC (4-chloro-2-(methylsulfanyl)-6-{[3-(methylsulfonyl)phenyl]amino}pyrimidine-5-carboxamide), C([O-])([O-])=O.[K+].[K+] (potassium carbonate), OO (hydrogen peroxide), Cl (hydrochloric acid). Run in CS(=O)C (DMSO), O (water). Conditions: temperature 50 celsius, time 1.5 hour. Product: CSC=1NC(C(=C(N1)NC1=CC(=CC=C1)S(=O)(=O)C)C(=O)N)=O (2-(methylsulfanyl)-4-{[3-(methylsulfonyl)phenyl]amino}-6-oxo-1,6-dihydropyrimidine-5-carboxamide). The yield is 75.5%. RXN SMILES: Cl[C:2]1[C:7]([C:8]([NH2:10])=[O:9])=[C:6]([NH:11][C:12]2[CH:17]=[CH:16][CH:15]=[C:14]([S:18]([CH3:21])(=[O:20])=[O:19])[CH:13]=2)[N:5]=[C:4]([S:22][CH3:23])[N:3]=1.C(=O)([O-])[O-:25].[K+].[K+].OO.Cl>O.CS(C)=O>[CH3:23][S:22][C:4]1[NH:3][C:2](=[O:25])[C:7]([C:8]([NH2:10])=[O:9])=[C:6]([NH:11][C:12]2[CH:17]=[CH:16][CH:15]=[C:14]([S:18]([CH3:21])(=[O:20])=[O:19])[CH:13]=2)[N:5]=1 |f:1.2.3|. Reported procedure: To a mixture of 4-chloro-2-(methylsulfanyl)-6-{[3-(methylsulfonyl)phenyl]amino}pyrimidine-5-carboxamide (Preparation Example 298) (1.95 g) and DMSO (30 mL), potassium carbonate (1.81 g) and 30% hydrogen peroxide solution (2.65 mL) were added and stirred at 50° C. for 1.5 hours. The reaction liquid was ice-cooled, and 1M hydrochloric acid (25 mL) and thereafter water (150 mL) were added and stirred for 30 minutes. The precipitated solid was collected by filtration and washed with water to give 2-... Starting materials: C(C)(C)(C)C=1N=C(C2=C(N1)N(N=N2)CC2=C(C=CC=C2)Cl)N2CCOCC2 (5-tert-Butyl-3-(2-chloro-benzyl)-7-morpholin-4-yl-3H-[1,2,3]triazolo[4,5-d]pyrimidine), C(C)(C)(C)C=1N=C(C2=C(N1)N(N=N2)CC2=C(C=CC=C2)Cl)Cl (5-tert-butyl-7-chloro-3-(2-chlorobenzyl)-3H-[1,2,3]triazolo[4,5-d]pyrimidine), OC[C@@H]1NCC[C@@H]1O ((2S,3S)-2-(hydroxymethyl)pyrrolidin-3-ol). Yields the product C(C)(C)(C)C=1N=C(C2=C(N1)N(N=N2)CC2=C(C=CC=C2)Cl)N2[C@H]([C@H](CC2)O)CO ((2S,3S)-1-[5-tert-Butyl-3-(2-chloro-benzyl)-3H-[1,2,3]triazolo[4,5-d]pyrimidin-7-yl]-2-hydroxymethyl-pyrrolidin-3-ol), gum. Isolated yield 52.0%. Reaction SMILES: [C:1]([C:5]1[N:6]=[C:7]([N:22]2[CH2:27][CH2:26][O:25][CH2:24][CH2:23]2)[C:8]2[N:13]=[N:12][N:11]([CH2:14][C:15]3[CH:20]=[CH:19][CH:18]=[CH:17][C:16]=3[Cl:21])[C:9]=2[N:10]=1)([CH3:4])([CH3:3])[CH3:2].C(C1N=C(Cl)C2N=NN(CC3C=CC=CC=3Cl)C=2N=1)(C)(C)C.[OH:50][CH2:51][C@H]1[C@@H](O)CCN1>>[C:1]([C:5]1[N:6]=[C:7]([N:22]2[CH2:23][CH2:24][C@H:51]([OH:50])[C@@H:27]2[CH2:26][OH:25])[C:8]2[N:13]=[N:12][N:11]([CH2:14][C:15]3[CH:20]=[CH:19][CH:18]=[CH:17][C:16]=3[Cl:21])[C:9]=2[N:10]=1)([CH3:2])([CH3:3])[CH3:4]. Procedure: In analogy to the procedure described for the synthesis of 5-tert-butyl-3-(2-chloro-benzyl)-7-morpholin-4-yl-3H-[1,2,3]triazolo[4,5-d]pyrimidine (example 1, step c), the title compound was prepared from 5-tert-butyl-7-chloro-3-(2-chlorobenzyl)-3H-[1,2,3]triazolo[4,5-d]pyrimidine and (2S,3S)-2-(hydroxymethyl)pyrrolidin-3-ol and isolated as light-yellow gum (10.3 mg, 52%). MS (m/e): 417.4 (MH+). Starting materials: [Li]CCCC (n-BuLi), CCCCCC (hexane), O1C=2C(OCC1)=CSC2 (2,3-dihydrothieno[3,4-b][1,4]dioxine), CN(CCN(C)C)C (tetramethylethylenediamine), C(CCC)[Sn](CCCC)(CCCC)Cl (Tributylstannyl chloride). Solvent: O1CCCC1 (tetrahydrofuran). Reaction conditions: temperature 35 celsius, time 16 hour. The product is C(CCC)[Sn](C=1SC=C2OCCOC21)(CCCC)CCCC (tributyl(2,3-dihydrothieno[3,4-b][1,4]dioxin-5-yl)stannane). Yield: 40.0%. Reaction SMILES: [Li]CCCC.CCCCCC.[O:12]1[CH2:17][CH2:16][O:15][C:14]2=[CH:18][S:19][CH:20]=[C:13]12.CN(C)CCN(C)C.[CH2:29]([Sn:33](Cl)([CH2:38][CH2:39][CH2:40][CH3:41])[CH2:34][CH2:35][CH2:36][CH3:37])[CH2:30][CH2:31][CH3:32]>O1CCCC1>[CH2:38]([Sn:33]([CH2:29][CH2:30][CH2:31][CH3:32])([CH2:34][CH2:35][CH2:36][CH3:37])[C:18]1[S:19][CH:20]=[C:13]2[C:14]=1[O:15][CH2:16][CH2:17][O:12]2)[CH2:39][CH2:40][CH3:41]. Procedure details: 1.5M n-BuLi in hexane (53 mL, 80 mmol) was added in small portions to a solution of 2,3-dihydrothieno[3,4-b][1,4]dioxine (10.00 g, 80 mmol) and tetramethylethylenediamine (12.0 mL, 80 mmol) in tetrahydrofuran (100 mL) stirred under argon and cooled in a dry ice/acetone bath. The reaction mixture was heated to 35° C., stirred at this temperature for 1 hour, and then cooled in a dry ice/acetone bath. Tributylstannyl chloride (20.3 mL), 75 mmol was then added, the mixture was allowed to warm up, an... The reactants are CS(=O)C (dimethylsulfoxide), C1=CC=CC=C1 (benzene), FC(C(=O)O)(F)F (trifluoroacetic acid), N,N-dicyclohexylcarbodiimide, OC[C@]12[C@H](CC([C@H](C1=CC[C@H]1[C@@H]3CCC([C@@]3(C)CC[C@H]21)=O)C)=O)C (19-Hydroxy-1α,4α-dimethyl-5-androstene-3,17-dione). The solvent is N1=CC=CC=C1 (pyridine), C(C)(=O)OCC (Ethyl acetate). The product is C[C@H]1CC([C@H](C2=CC[C@H]3[C@@H]4CCC([C@@]4(C)CC[C@@H]3[C@@]12C=O)=O)C)=O (1α,4α-dimethyl-5-androstene-3,17,19-trione). As a reaction SMILES: [OH:1][CH2:2][C@@:3]12[C@@H:20]3[C@H:11]([C@H:12]4[C@@:16]([CH2:18][CH2:19]3)([CH3:17])[C:15](=[O:21])[CH2:14][CH2:13]4)[CH2:10][CH:9]=[C:8]1[C@H:7]([CH3:22])[C:6](=[O:23])[CH2:5][C@@H:4]2[CH3:24].CS(C)=O.C1C=CC=CC=1.FC(F)(F)C(O)=O>C(OCC)(=O)C.N1C=CC=CC=1>[CH3:24][C@@H:4]1[C@@:3]2([CH:2]=[O:1])[C:8](=[CH:9][CH2:10][C@@H:11]3[C@@H:20]2[CH2:19][CH2:18][C@@:16]2([CH3:17])[C@H:12]3[CH2:13][CH2:14][C:15]2=[O:21])[C@H:7]([CH3:22])[C:6](=[O:23])[CH2:5]1. Reported procedure: 19-Hydroxy-1α,4α-dimethyl-5-androstene-3,17-dione is added to a mixture containing dimethylsulfoxide, benzene, pyridine, trifluoroacetic acid and N,N-dicyclohexylcarbodiimide and allowed to react for about 12 hours at room temperature. Ethyl acetate is added and the reaction mixture is filtered, extracted with a cold solution of sodium bicarbonate, washed with water, and dried over magnesium sulfate. After evaporation of the volatile solvents at room temperature under reduced pressure, the resid... Starting materials: CC(C)(C)O, CC(C)N=C=NC(C)C, NCC(=O)NCC1CCN(Cc2ccc(Cl)cc2)C1, ClC(Cl)Cl, Nc1cc(F)c(F)cc1C(=O)O, On1nnc2ccccc21. Product: Nc1cc(F)c(F)cc1C(=O)NCC(=O)NCC1CCN(Cc2ccc(Cl)cc2)C1. Reaction SMILES: [CH3:55][C:56]([OH:57])([CH3:58])[CH3:59].[CH:32]([N:33]=[C:34]=[N:35][CH:36]([CH3:37])[CH3:38])([CH3:39])[CH3:40].[Cl:1][c:2]1[cH:3][cH:4][c:5]([CH2:6][N:7]2[CH2:8][CH:9]([CH2:12][NH:13][C:14]([CH2:15][NH2:16])=[O:17])[CH2:10][CH2:11]2)[cH:18][cH:19]1.[Cl:51][CH:52]([Cl:53])[Cl:54].[NH2:20][c:21]1[c:22]([C:23](=[O:24])[OH:25])[cH:26][c:27]([F:31])[c:28]([F:30])[cH:29]1.[OH:41][n:42]1[c:43]2[c:44]([cH:45][cH:46][cH:47][cH:48]2)[n:49][n:50]1>>[Cl:1][c:2]1[cH:3][cH:4][c:5]([CH2:6][N:7]2[CH2:8][CH:9]([CH2:12][NH:13][C:14]([CH2:15][NH:16][C:23]([c:22]3[c:21]([NH2:20])[cH:29][c:28]([F:30])[c:27]([F:31])[cH:26]3)=[O:24])=[O:17])[CH2:10][CH2:11]2)[cH:18][cH:19]1. Reactants: IC1=CC=CC(=C1O)OC (6-iodo-2-methoxyphenol), BrC/C=C/C(=O)OCC (ethyl 4-bromocrotonate). The product is IC1=CC=CC(=C1OC/C=C/C(=O)OCC)OC (Ethyl 4-(6-iodo-2-methoxyphenoxy)crotonate). RXN SMILES: [I:1][C:2]1[C:7]([OH:8])=[C:6]([O:9][CH3:10])[CH:5]=[CH:4][CH:3]=1.Br[CH2:12]/[CH:13]=[CH:14]/[C:15]([O:17][CH2:18][CH3:19])=[O:16]>>[I:1][C:2]1[C:7]([O:8][CH2:12]/[CH:13]=[CH:14]/[C:15]([O:17][CH2:18][CH3:19])=[O:16])=[C:6]([O:9][CH3:10])[CH:5]=[CH:4][CH:3]=1. Procedure: Substantially the same procedure as in Step A of Reference Example 1 was repeated using 6-iodo-2-methoxyphenol [Heterocyclic Communications, 289 (1995)] (0.4 g) and ethyl 4-bromocrotonate (0.29 ml) to give Compound IIbc-a (0.52 g, 90%) as a pale-yellow oily substance. Starting materials: N#Cc1ccnc2[nH]cc(C(O)c3c(F)ccc(NS(=O)(=O)c4ccc(C(F)(F)F)cc4)c3F)c12, [Na+], [Na+], C1CCOC1, O=S([O-])([O-])=S. Product: N#Cc1ccnc2[nH]cc(C(=O)c3c(F)ccc(NS(=O)(=O)c4ccc(C(F)(F)F)cc4)c3F)c12. Reaction SMILES: [C:1](#[N:2])[c:3]1[c:4]2[c:5]([n:6][cH:7][cH:8]1)[nH:9][cH:10][c:11]2[CH:12]([c:13]1[c:14]([F:34])[c:15]([NH:20][S:21](=[O:22])(=[O:23])[c:24]2[cH:25][cH:26][c:27]([C:30]([F:31])([F:32])[F:33])[cH:28][cH:29]2)[cH:16][cH:17][c:18]1[F:19])[OH:35].[Na+:41].[Na+:42].[O:43]1[CH2:44][CH2:45][CH2:46][CH2:47]1.[S:36]([O-:37])([O-:38])(=[O:39])=[S:40]>>[C:1](#[N:2])[c:3]1[c:4]2[c:5]([n:6][cH:7][cH:8]1)[nH:9][cH:10][c:11]2[C:12]([c:13]1[c:14]([F:34])[c:15]([NH:20][S:21](=[O:22])(=[O:23])[c:24]2[cH:25][cH:26][c:27]([C:30]([F:31])([F:32])[F:33])[cH:28][cH:29]2)[cH:16][cH:17][c:18]1[F:19])=[O:35]. Reactants: CS(=O)(=O)N1CCC(=CC1)C1=NC=C(C=C1)O (1′-methanesulfonyl-1′,2′,3′,6′-tetrahydro-[2,4′]bipyridinyl-5-ol), CN(C=O)C (Dimethylformamide), C(C)(C)(C)OC(=O)N1CCC(CC1)C(C)OS(=O)(=O)C (4-(1-methanesulfonyloxy-ethyl)-piperidine-1-carboxylic acid tert-butyl ester), C([O-])([O-])=O.[K+].[K+] (potassium carbonate). Solvent: O (water). The product is C(C)(C)(C)OC(=O)N1CCC(CC1)COC=1C=CC(=NC1)C=1CCN(CC1)S(=O)(=O)C (4-(1′-Methanesulfonyl-1′,2′,3′,6′-tetrahydro-[2,4′]bipyridinyl-5-yloxymethyl)-piperidine-1-carboxylic acid tert-butyl ester). The yield is 90.1%. Reaction SMILES: [CH3:1][S:2]([N:5]1[CH2:10][CH:9]=[C:8]([C:11]2[CH:16]=[CH:15][C:14]([OH:17])=[CH:13][N:12]=2)[CH2:7][CH2:6]1)(=[O:4])=[O:3].[C:18]([O:22][C:23]([N:25]1[CH2:30][CH2:29][CH:28]([CH:31](OS(C)(=O)=O)C)[CH2:27][CH2:26]1)=[O:24])([CH3:21])([CH3:20])[CH3:19].C(=O)([O-])[O-].[K+].[K+].CN(C)C=O>O>[C:18]([O:22][C:23]([N:25]1[CH2:30][CH2:29][CH:28]([CH2:31][O:17][C:14]2[CH:15]=[CH:16][C:11]([C:8]3[CH2:9][CH2:10][N:5]([S:2]([CH3:1])(=[O:3])=[O:4])[CH2:6][CH:7]=3)=[N:12][CH:13]=2)[CH2:27][CH2:26]1)=[O:24])([CH3:21])([CH3:19])[CH3:20] |f:2.3.4|. Procedure: To a 3-necked flask is added 1′-methanesulfonyl-1′,2′,3′,6′-tetrahydro-[2,4′]bipyridinyl-5-ol (254.3 g, 1.0 mol) followed by 4-(1-methanesulfonyloxy-ethyl)-piperidine-1-carboxylic acid tert-butyl ester (396.1 g,1.34 mol) and potassium carbonate (248.8 g, 1.8 mol). Dimethylformamide (3800 mL) is added and the mixture is heated at 80˜90° C. for 6 h. 3810 mL of water are added dropwise at 70˜80° C. The mixture is cooled slowly to 20˜30° C. and filtered. The cake is slurried with 1000 mL of water, c...